From a dataset of the Open Reaction Database (ORD), a public repository of structured organic reaction records. describe an organic reaction: reactants, conditions, products, and yield Reactants: ClC=1C2=C(N=CN1)N(C=C2I)C2CCN(CC2)C(=O)OC(C)(C)C (tert-butyl 4-(4-chloro-5-iodo-7H-pyrrolo[2,3-d]pyrimidin-7-yl)-1-piperidinecarboxylate), FC(C(=O)O)(F)F (trifluoroacetic acid). Solvent: ClCCl (dichloromethane), ClCCl (dichloromethane). Conditions: temperature 0 celsius, time 3 hour. Yields the product ClC=1C2=C(N=CN1)N(C=C2I)C2CCNCC2 (4-Chloro-5-iodo-7-(4-piperidyl)-7H-pyrrolo[2,3-d]pyrimidine). RXN SMILES: [Cl:1][C:2]1[C:3]2[C:10]([I:11])=[CH:9][N:8]([CH:12]3[CH2:17][CH2:16][N:15](C(OC(C)(C)C)=O)[CH2:14][CH2:13]3)[C:4]=2[N:5]=[CH:6][N:7]=1.FC(F)(F)C(O)=O>ClCCl>[Cl:1][C:2]1[C:3]2[C:10]([I:11])=[CH:9][N:8]([CH:12]3[CH2:17][CH2:16][NH:15][CH2:14][CH2:13]3)[C:4]=2[N:5]=[CH:6][N:7]=1. Procedure: A mixture of tert-butyl 4-(4-chloro-5-iodo-7H-pyrrolo[2,3-d]pyrimidin-7-yl)-1-piperidinecarboxylate (1.0 g, 2.16 mmol) in dichloromethane (10 mL) at 0° C. was treated with a cold solution of trifluoroacetic acid (20%) in dichloromethane (total volume 56 mL). Reaction stirred at 0° C. under a nitrogen atmosphere for 3 hours. The solvent was evaporated under reduced pressure at ambient temperature. Ethyl acetate (50 mL) and 5 N hydrochloric acid (50 mL) were added to the solid. The layers were par... The reactants are BrC1=NC(=CC(=C1)COS(=O)(=O)C)C (methanesulfonic acid 2-bromo-6-methyl-pyridin-4-ylmethyl ester), [N-]=[N+]=[N-].[Na+] (sodium azide). Run in CN(C)C=O (DMF). Conditions: time 15 hour. Yields the product N(=[N+]=[N-])CC1=CC(=NC(=C1)C)Br (4-azidomethyl-2-bromo-6-methyl-pyridine). Reaction SMILES: [Br:1][C:2]1[CH:7]=[C:6]([CH2:8]OS(C)(=O)=O)[CH:5]=[C:4]([CH3:14])[N:3]=1.[N-:15]=[N+:16]=[N-:17].[Na+]>CN(C=O)C>[N:15]([CH2:8][C:6]1[CH:5]=[C:4]([CH3:14])[N:3]=[C:2]([Br:1])[CH:7]=1)=[N+:16]=[N-:17] |f:1.2|. Reported procedure: To a solution of methanesulfonic acid 2-bromo-6-methyl-pyridin-4-ylmethyl ester (410 mg, 1.46 mmol) in DMF (2.0 mL) was added sodium azide (238 mg, 3.66 mmol). After 15 hours, the reaction was quenched with water (10 mL) and extracted with ethyl acetate (3×10 mL). The combined organic layers were washed with water (10 mL) and brine (10 mL), dried over MgSO4, filtered and concentrated. The residue was passed through a pad of silica gel eluting with 30% ethyl acetate in heptane to afford 4-azidome... Starting materials: CN(C1CCOCC1)CC1=CC=C(N)C=C1 (4-[[N-methyl-N-(tetrahydropyran-4-yl)amino]methyl]aniline), CN(C)C=O (DMF), C(CCC)OCCOC1=CC=C(C=C1)C=1C=CC2=C(C=C(CCN2CC=2C=NN(C2)C(C)C)C(=O)O)C1 (7-(4-butoxyethoxyphenyl)-1-[(1-isopropylpyrazol-4-yl)methyl]-2,3-dihydro-1-benzazepine-4-carboxylic acid), S(=O)(Cl)Cl (thionyl chloride). Run in ClCCl (dichloromethane), C(C)N(CC)CC (triethylamine), O (water), ClCCl (dichloromethane). Reaction conditions: time 1 hour. Yields the product C(CCC)OCCOC1=CC=C(C=C1)C=1C=CC2=C(C=C(CCN2CC=2C=NN(C2)C(C)C)C(=O)NC2=CC=C(C=C2)CN(C2CCOCC2)C)C1 (7-(4-butoxyethoxyphenyl)-1-[(1-isopropylpyrazol-4-yl)methyl)-N-[4-[[N-methyl-N-(tetrahydropyran-4-yl)amino]methyl]phenyl]-2,3-dihydro-1-benzazepine-4-carboxamide). Isolated yield 56.6%. As a reaction SMILES: CN(C=O)C.[CH2:6]([O:10][CH2:11][CH2:12][O:13][C:14]1[CH:19]=[CH:18][C:17]([C:20]2[CH:21]=[CH:22][C:23]3[N:29]([CH2:30][C:31]4[CH:32]=[N:33][N:34]([CH:36]([CH3:38])[CH3:37])[CH:35]=4)[CH2:28][CH2:27][C:26]([C:39](O)=[O:40])=[CH:25][C:24]=3[CH:42]=2)=[CH:16][CH:15]=1)[CH2:7][CH2:8][CH3:9].S(Cl)(Cl)=O.[CH3:47][N:48]([CH2:55][C:56]1[CH:62]=[CH:61][C:59]([NH2:60])=[CH:58][CH:57]=1)[CH:49]1[CH2:54][CH2:53][O:52][CH2:51][CH2:50]1>ClCCl.O.C(N(CC)CC)C>[CH2:6]([O:10][CH2:11][CH2:12][O:13][C:14]1[CH:15]=[CH:16][C:17]([C:20]2[CH:21]=[CH:22][C:23]3[N:29]([CH2:30][C:31]4[CH:32]=[N:33][N:34]([CH:36]([CH3:37])[CH3:38])[CH:35]=4)[CH2:28][CH2:27][C:26]([C:39]([NH:60][C:59]4[CH:58]=[CH:57][C:56]([CH2:55][N:48]([CH3:47])[CH:49]5[CH2:54][CH2:53][O:52][CH2:51][CH2:50]5)=[CH:62][CH:61]=4)=[O:40])=[CH:25][C:24]=3[CH:42]=2)=[CH:18][CH:19]=1)[CH2:7][CH2:8][CH3:9]. Procedure details: One droplet of DMF was added to a solution of 7-(4-butoxyethoxyphenyl)-1-[(1-isopropylpyrazol-4-yl)methyl]-2,3-dihydro-1-benzazepine-4-carboxylic acid (150 mg) in dichloromethane (10 ml). Then, thionyl chloride (49 mg) was added at 0° C., the temperature was returned to room temperature, and the mixture was stirred under nitrogen atmosphere for 1 hour. Then, this solution was added to a solution of 4-[[N-methyl-N-(tetrahydropyran-4-yl)amino]methyl]aniline (90 mg) and triethylamine (830 mg) in di... Starting materials: Clc1ncc2scc(Br)c2n1, CC(C)O, N. The product is Nc1ncc2scc(Br)c2n1. RXN SMILES: [Br:1][c:2]1[cH:3][s:4][c:5]2[c:6]1[n:7][c:8]([Cl:11])[n:9][cH:10]2.[CH:12]([OH:13])([CH3:14])[CH3:15].[NH3:16]>>[Br:1][c:2]1[cH:3][s:4][c:5]2[c:6]1[n:7][c:8]([NH2:16])[n:9][cH:10]2. The reactants are CCCC=1C2=C(N(N1)C)C(=O)NC(=N2)C=3C=C(C=CC3OCC)S(=O)(=O)N4CCN(CC4)C.C(C(=O)O)C(CC(=O)O)(C(=O)O)O (Sildenafil citrate). Run in C(C)O (ethanol), C(C)O (Ethanol). Conditions: temperature 50 celsius, time 1 hour. The product is CCCC=1C2=C(N(N1)C)C(=O)NC(=N2)C=3C=C(C=CC3OCC)S(=O)(=O)N4CCN(CC4)C (Sildenafil), complex. As a reaction SMILES: [CH3:1][CH2:2][CH2:3][C:4]1[C:5]2[N:14]=[C:13]([C:15]3[CH:16]=[C:17]([S:24]([N:27]4[CH2:32][CH2:31][N:30]([CH3:33])[CH2:29][CH2:28]4)(=[O:26])=[O:25])[CH:18]=[CH:19][C:20]=3[O:21][CH2:22][CH3:23])[NH:12][C:10](=[O:11])[C:6]=2[N:7]([CH3:9])[N:8]=1.C(C(O)(C(O)=O)CC(O)=O)C(O)=O>C(O)C>[CH3:1][CH2:2][CH2:3][C:4]1[C:5]2[N:14]=[C:13]([C:15]3[CH:16]=[C:17]([S:24]([N:27]4[CH2:32][CH2:31][N:30]([CH3:33])[CH2:29][CH2:28]4)(=[O:25])=[O:26])[CH:18]=[CH:19][C:20]=3[O:21][CH2:22][CH3:23])[NH:12][C:10](=[O:11])[C:6]=2[N:7]([CH3:9])[N:8]=1 |f:0.1|. Reported procedure: 20 g of sodium CMC is dissolved in water to form a 5% viscous aqueous solution (40 ml). Sildenafil citrate (13.3 g) is added to the solution and the mixture is stirred at 50° C. for 1 hr to obtain a white precipitate. The solution is poured out then the ethanol (100 ml) is added for dehydration. Ethanol (100 ml) is added additionally to wash out the unreacted Sildenafil, over night and warmed in water bath at 50° C. and cooled at room temperature over night to obtain the precipitate of Sildenafi... RXN SMILES: [CH2:20]([N:21]1[CH2:22][CH2:23][C:24](=[O:25])[CH2:26][CH2:27]1)[c:28]1[cH:29][cH:30][cH:31][cH:32][cH:33]1.[CH2:34]1[O:35][CH2:36][CH2:37][CH2:38]1.[CH3:1][CH2:2][CH2:3][CH2:4][Li:5].[Cl:15][CH2:16][CH2:17][CH2:18][I:19].[OH2:39].[s:6]1[c:7]2[c:8]([cH:9][cH:10]1)[cH:11][cH:12][cH:13][cH:14]2>>[s:6]1[c:7]2[c:8]([cH:9][c:10]1[CH2:18][CH2:17][CH2:16][Cl:15])[cH:11][cH:12][cH:13][cH:14]2. Starting materials: O=C1CCN(Cc2ccccc2)CC1, C1CCOC1, [Li]CCCC, ClCCCI, O, c1ccc2sccc2c1. The product is ClCCCc1cc2ccccc2s1. Reactants: Cc1ccc(C(=O)Cl)s1, COc1ccc(N2CCOCC2)c2sc(N)nc12. Yields the product COc1ccc(N2CCOCC2)c2sc(NC(=O)c3ccc(C)s3)nc12. Reaction SMILES: [CH3:1][c:2]1[cH:3][cH:4][c:5]([C:7](=[O:8])[Cl:9])[s:6]1.[NH2:10][c:11]1[s:12][c:13]2[c:14]([n:15]1)[c:16]([O:26][CH3:27])[cH:17][cH:18][c:19]2[N:20]1[CH2:21][CH2:22][O:23][CH2:24][CH2:25]1>>[CH3:1][c:2]1[cH:3][cH:4][c:5]([C:7](=[O:8])[NH:10][c:11]2[s:12][c:13]3[c:14]([n:15]2)[c:16]([O:26][CH3:27])[cH:17][cH:18][c:19]3[N:20]2[CH2:21][CH2:22][O:23][CH2:24][CH2:25]2)[s:6]1. Starting materials: COC(=O)CCc1cnoc1-c1ccc(F)c(Br)c1, CC(C)C[Al+]CC(C)C, Cl, [H-], C1CCOC1. Yields the product OCCCc1cnoc1-c1ccc(F)c(Br)c1. Reaction SMILES: [Br:1][c:2]1[cH:3][c:4](-[c:9]2[c:10]([CH2:14][CH2:15][C:16](=[O:17])[O:18][CH3:19])[cH:11][n:12][o:13]2)[cH:5][cH:6][c:7]1[F:8].[CH2:21]([Al+:22][CH2:23][CH:24]([CH3:25])[CH3:26])[CH:27]([CH3:28])[CH3:29].[ClH:30].[H-:20].[O:31]1[CH2:32][CH2:33][CH2:34][CH2:35]1>>[Br:1][c:2]1[cH:3][c:4](-[c:9]2[c:10]([CH2:14][CH2:15][CH2:16][OH:17])[cH:11][n:12][o:13]2)[cH:5][cH:6][c:7]1[F:8]. The reactants are C(C)(C)(C)OC(=O)N1C(\C(\C2=CC=C(C=C12)Cl)=C/C1=C(C=C(C(=C1)Cl)F)OC)=O (Z-6-chloro-3-(5-chloro-4-fluoro-2-methoxy-benzylidene)-2-oxo-2,3-dihydro-indole-1-carboxylic acid tert-butyl ester), FC=1C=CC(=C(C1)C=NC(=C)O[Si](C)(C)C)C (1-(5-fluoro-2-methylphenyl)-3-trimethylsilyoxy-2-aza-1,3-butadiene). Run in C1(=CC=CC=C1)C (toluene). Reaction conditions: temperature 60 celsius, time 3 hour. Product: ClC1=CC=C2C(=C1)NC(C21C(NC(CC1C1=C(C=C(C(=C1)Cl)F)OC)=O)C1=C(C=CC(=C1)F)C)=O (6-chloro-4′-[5-chloro-4-fluoro-2-methoxy-phenyl]-2′-(5-fluoro-2-methyl-phenyl) spiro[3H-indole-3,3′-piperidine]-2,6′(1H)-dione). Yield: 1.7%. As a reaction SMILES: C(OC([N:8]1[C:16]2[C:11](=[CH:12][CH:13]=[C:14]([Cl:17])[CH:15]=2)/[C:10](=[CH:18]/[C:19]2[CH:24]=[C:23]([Cl:25])[C:22]([F:26])=[CH:21][C:20]=2[O:27][CH3:28])/[C:9]1=[O:29])=O)(C)(C)C.[F:30][C:31]1[CH:32]=[CH:33][C:34]([CH3:46])=[C:35]([CH:37]=[N:38][C:39]([O:41][Si](C)(C)C)=[CH2:40])[CH:36]=1>C1(C)C=CC=CC=1>[Cl:17][C:14]1[CH:15]=[C:16]2[NH:8][C:9](=[O:29])[C:10]3([CH:18]([C:19]4[CH:24]=[C:23]([Cl:25])[C:22]([F:26])=[CH:21][C:20]=4[O:27][CH3:28])[CH2:40][C:39](=[O:41])[NH:38][CH:37]3[C:35]3[CH:36]=[C:31]([F:30])[CH:32]=[CH:33][C:34]=3[CH3:46])[C:11]2=[CH:12][CH:13]=1. Procedure details: A mixture of E/Z-6-chloro-3-(5-chloro-4-fluoro-2-methoxy-benzylidene)-2-oxo-2,3-dihydro-indole-1-carboxylic acid tert-butyl ester (3 g, 6.8 mmol) and 1-(5-fluoro-2-methyl-phenyl)-3-trimethylsilyoxy-2-aza-1,3-butadiene (30 mmol) prepared in Example 4 in toluene (30 mL) was heated at 60° C. for 3 h, and concentrated in vacuo. To the residue was added DCM (30 mL) and TFA (5 mL), and the resultant solution was stirred at room temperature for 3 h, then concentrated. The residue was partitioned betwee...